This data is from the Open Reaction Database (ORD), a public repository of structured organic reaction records. The task is: describe an organic reaction: reactants, conditions, products, and yield Reactants: Cc1ccc(Br)nc1, O=C([O-])[O-], CC(C)(C)P(Cc1ccccc1)C(C)(C)C, C[Si](C)(C)c1ccc(B(O)O)cc1, O=C(C=Cc1ccccc1)C=Cc1ccccc1, O=C(C=Cc1ccccc1)C=Cc1ccccc1, O=C(C=Cc1ccccc1)C=Cc1ccccc1, [Cs+], [Cs+], C1COCCO1, [Pd], [Pd]. The product is Cc1ccc(-c2ccc([Si](C)(C)C)cc2)nc1. As a reaction SMILES: [Br:14][c:15]1[n:16][cH:17][c:18]([CH3:21])[cH:19][cH:20]1.[C:22](=[O:23])([O-:24])[O-:25].[CH2:28]([P:29]([C:30]([CH3:31])([CH3:32])[CH3:33])[C:34]([CH3:35])([CH3:36])[CH3:37])[c:38]1[cH:39][cH:40][cH:41][cH:42][cH:43]1.[CH3:1][Si:2]([c:3]1[cH:4][cH:5][c:6]([B:9]([OH:10])[OH:11])[cH:7][cH:8]1)([CH3:12])[CH3:13].[CH:46](=[CH:47][C:48]([CH:49]=[CH:50][c:51]1[cH:52][cH:53][cH:54][cH:55][cH:56]1)=[O:57])[c:58]1[cH:59][cH:60][cH:61][cH:62][cH:63]1.[CH:64](=[CH:65][C:66]([CH:67]=[CH:68][c:69]1[cH:70][cH:71][cH:72][cH:73][cH:74]1)=[O:75])[c:76]1[cH:77][cH:78][cH:79][cH:80][cH:81]1.[CH:82](=[CH:83][C:84]([CH:85]=[CH:86][c:87]1[cH:88][cH:89][cH:90][cH:91][cH:92]1)=[O:93])[c:94]1[cH:95][cH:96][cH:97][cH:98][cH:99]1.[Cs+:26].[Cs+:27].[O:100]1[CH2:101][CH2:102][O:103][CH2:104][CH2:105]1.[Pd:44].[Pd:45]>>[CH3:1][Si:2]([c:3]1[cH:4][cH:5][c:6](-[c:15]2[n:16][cH:17][c:18]([CH3:21])[cH:19][cH:20]2)[cH:7][cH:8]1)([CH3:12])[CH3:13]. Starting materials: [Br-], CC(=O)Cn1c(COCc2ccccc2)nc(C(C)C)c1Sc1cc(Cl)cc(Cl)c1, C[Mg+], [Cl-], [NH4+], C1CCOC1. The product is CC(C)c1nc(COCc2ccccc2)n(CC(C)(C)O)c1Sc1cc(Cl)cc(Cl)c1. RXN SMILES: [Br-:31].[CH2:1]([c:2]1[cH:3][cH:4][cH:5][cH:6][cH:7]1)[O:8][CH2:9][c:10]1[n:11]([CH2:27][C:28]([CH3:29])=[O:30])[c:12]([S:18][c:19]2[cH:20][c:21]([Cl:26])[cH:22][c:23]([Cl:25])[cH:24]2)[c:13]([CH:15]([CH3:16])[CH3:17])[n:14]1.[CH3:32][Mg+:33].[Cl-:34].[NH4+:35].[O:36]1[CH2:37][CH2:38][CH2:39][CH2:40]1>>[CH2:1]([c:2]1[cH:3][cH:4][cH:5][cH:6][cH:7]1)[O:8][CH2:9][c:10]1[n:11]([CH2:27][C:28]([CH3:29])([OH:30])[CH3:32])[c:12]([S:18][c:19]2[cH:20][c:21]([Cl:26])[cH:22][c:23]([Cl:25])[cH:24]2)[c:13]([CH:15]([CH3:16])[CH3:17])[n:14]1. Run at temperature 115 celsius. The product is C(CC(=O)C)(=O)N1C(CN(CC1)C(CC(=O)C)=O)C (N,N′-bis(acetoacetyl)-2-methylpiperazine). Starting materials: CC1NCCNC1 (2-methylpiperazine), CC1=CC(=O)OC(O1)(C)C (2,2,6-trimethyl-1,3-dioxen-4-one). Procedure: To 2-methylpiperazine (81.90 g, 0.819 mol) in xylene (525 ml) at 133° C. was added with stirring 2,2,6-trimethyl-1,3-dioxen-4-one (232.48 g, 1.637 mol) in xylene (525 ml) over 10 minutes, during which the temperature decreased to 100° C. After heating to 115° C over 5 minutes vigorous effervescence commenced, and after heating to 124° C. over another 5 minutes distillation of acetone (through a Vigreux column) also commenced. Pot temperature was increased to 139° C. over a further 30 minutes, wi... Reaction SMILES: [CH3:1][CH:2]1[CH2:7][NH:6][CH2:5][CH2:4][NH:3]1.[CH3:8][C:9]1[O:15]C(C)(C)[O:13][C:11](=O)[CH:10]=1>C1(C)C(C)=CC=CC=1>[C:11]([N:3]1[CH2:4][CH2:5][N:6]([C:11](=[O:13])[CH2:10][C:9]([CH3:8])=[O:15])[CH2:7][CH:2]1[CH3:1])(=[O:13])[CH2:10][C:9]([CH3:8])=[O:15]. Isolated yield 98.7%. The solvent is C=1(C(=CC=CC1)C)C (xylene), C=1(C(=CC=CC1)C)C (xylene). Reactants: NC1(CCC1)C1=CC=C(C=C1)C=1C(C=2C(=C3C=NNC3=CC2)OC1C1=CC=CC=C1)=O (3-[4-(1-amino-cyclobutyl)-phenyl]-2-phenyl-7H-pyrano[2,3-e]indazol-4-one), C(C)(C)(C)OC(NC1(CCC1)C1=CC=C(C=C1)C=1C(C2=CC=C3C(=C2OC1C1=CC=CC=C1)NN=N3)=O)=O ({1-[4-(6-oxo-8-phenyl-1,6-dihydro-9-oxa-1,2,3-triaza-cyclopenta[a]naphthalen-7-yl)-phenyl]-cyclobutyl}-carbamic acid tert-butyl ester). The product is NC1(CCC1)C1=CC=C(C=C1)C=1C(C2=CC=C3C(=C2OC1C1=CC=CC=C1)NN=N3)=O (7-[4-(1-Amino-cyclobutyl)-phenyl]-8-phenyl-1H-9-oxa-1,2,3-triaza-cyclopenta[a]naphthalen-6-one). Yield: 22.0%. RXN SMILES: NC1(C2C=CC(C3C(=O)C4C(OC=3C3C=CC=CC=3)=C3C(=CC=4)NN=C3)=CC=2)CCC1.C(OC(=O)[NH:38][C:39]1([C:43]2[CH:48]=[CH:47][C:46]([C:49]3[C:50](=[O:68])[C:51]4[C:56]([O:57][C:58]=3[C:59]3[CH:64]=[CH:63][CH:62]=[CH:61][CH:60]=3)=[C:55]3[NH:65][N:66]=[N:67][C:54]3=[CH:53][CH:52]=4)=[CH:45][CH:44]=2)[CH2:42][CH2:41][CH2:40]1)(C)(C)C>>[NH2:38][C:39]1([C:43]2[CH:44]=[CH:45][C:46]([C:49]3[C:50](=[O:68])[C:51]4[C:56]([O:57][C:58]=3[C:59]3[CH:64]=[CH:63][CH:62]=[CH:61][CH:60]=3)=[C:55]3[NH:65][N:66]=[N:67][C:54]3=[CH:53][CH:52]=4)=[CH:47][CH:48]=2)[CH2:42][CH2:41][CH2:40]1. Reported procedure: Following the procedure used to prepare 3-[4-(1-amino-cyclobutyl)-phenyl]-2-phenyl-7H-pyrano[2,3-e]indazol-4-one, {1-[4-(6-oxo-8-phenyl-1,6-dihydro-9-oxa-1,2,3-triaza-cyclopenta[a]naphthalen-7-yl)-phenyl]-cyclobutyl}-carbamic acid tert-butyl ester was reacted to give the title compound as a yellow solid (9 mg, 22%). 1H NMR (400 MHz, DMSO-d6): δ 7.75-7.70 (m, 2H), 7.53-7.49 (m, 2H), 7.47-7.37 (m, 5H), 7.34-7.31 (m, 2H), 2.61-2.54 (m, 2H), 2.49-2.39 (m, 2H), 2.19-2.08 (m, 1H), 1.86-1.75 (m, 1H). L... The reactants are O (water), CC=1C=C(C(=O)OC)C=CC1NC(CCC=C)=O (methyl 3-methyl-4-(pent-4-en-1-oyl-amino)-benzoate), C(C=C)Br (allylbromide), [K].CC(C)([O-])C (potassium tert.-butoxide). Solvent: CN(C)C=O (DMF). Conditions: temperature 70 celsius. The product is C(C=C)N(C1=C(C=C(C(=O)OC)C=C1)C)C(CCC=C)=O (methyl 4-(allyl-pent-4-en-1-oyl-amino)-3-methyl-benzoate). RXN SMILES: [CH3:1][C:2]1[CH:3]=[C:4]([CH:9]=[CH:10][C:11]=1[NH:12][C:13](=[O:18])[CH2:14][CH2:15][CH:16]=[CH2:17])[C:5]([O:7][CH3:8])=[O:6].[K].[CH3:20][C:21](C)([O-])[CH3:22].C(Br)C=C.O>CN(C=O)C>[CH2:22]([N:12]([C:13](=[O:18])[CH2:14][CH2:15][CH:16]=[CH2:17])[C:11]1[CH:10]=[CH:9][C:4]([C:5]([O:7][CH3:8])=[O:6])=[CH:3][C:2]=1[CH3:1])[CH:21]=[CH2:20] |f:1.2,^1:18|. Reported procedure: 1.00 g (4.04 mmol) methyl 3-methyl-4-(pent-4-en-1-oyl-amino)-benzoate dissolved in 5 ml DMF are combined with 500 mg (4.37 mmol) potassium-tert.-butoxide and at 40° C. 350 μl (489 mg, 4.04 mmol) allylbromide are slowly added with stirring. Then the mixture is heated to 70° C. for 3 hours. Then the reaction mixture is poured into water and extracted with ethyl acetate. The combined organic phases are dried over sodium sulphate, evaporated down i. vac., the residue is applied to silica gel and pur... Starting materials: C(C)OC(C(CC1=CC=C(C=C1)OCCC1NC(N(C1)CC1=CC=C(C=C1)C(F)(F)F)=O)(OC1=CC=CC=C1)C)=O (2-Methyl-3-(4-{2-[2-oxo-1-(4-trifluoromethyl-benzyl)-imidazolidin-4-yl]-ethoxy}-phenyl)-2-phenoxy-propionic acid ethyl ester), [H-].[Na+] (sodium hydride), ICC (Iodoethane). The solvent is C(C)(=O)OCC (ethyl acetate), CN(C)C=O (DMF). Run at temperature 0 celsius, time 18 hour. Yields the product C(C)OC(C(CC1=CC=C(C=C1)OCCC1N(C(N(C1)CC1=CC=C(C=C1)C(F)(F)F)=O)CC)(OC1=CC=CC=C1)C)=O (3-(4-{2-[3-Ethyl-2-oxo-1-(4-trifluoromethyl-benzyl)-imidazolidin-4-yl]-ethoxy}-phenyl)-2-methyl-2-phenoxy-propionic acid ethyl ester). As a reaction SMILES: [CH2:1]([O:3][C:4](=[O:41])[C:5]([CH3:40])([O:33][C:34]1[CH:39]=[CH:38][CH:37]=[CH:36][CH:35]=1)[CH2:6][C:7]1[CH:12]=[CH:11][C:10]([O:13][CH2:14][CH2:15][CH:16]2[CH2:20][N:19]([CH2:21][C:22]3[CH:27]=[CH:26][C:25]([C:28]([F:31])([F:30])[F:29])=[CH:24][CH:23]=3)[C:18](=[O:32])[NH:17]2)=[CH:9][CH:8]=1)[CH3:2].[H-].[Na+].I[CH2:45][CH3:46]>CN(C=O)C.C(OCC)(=O)C>[CH2:1]([O:3][C:4](=[O:41])[C:5]([CH3:40])([O:33][C:34]1[CH:39]=[CH:38][CH:37]=[CH:36][CH:35]=1)[CH2:6][C:7]1[CH:12]=[CH:11][C:10]([O:13][CH2:14][CH2:15][CH:16]2[CH2:20][N:19]([CH2:21][C:22]3[CH:27]=[CH:26][C:25]([C:28]([F:29])([F:30])[F:31])=[CH:24][CH:23]=3)[C:18](=[O:32])[N:17]2[CH2:45][CH3:46])=[CH:9][CH:8]=1)[CH3:2] |f:1.2|. Procedure details: A slurry of 2-Methyl-3-(4-{2-[2-oxo-1-(4-trifluoromethyl-benzyl)-imidazolidin-4-yl]-ethoxy}-phenyl)-2-phenoxy-propionic acid ethyl ester (0.500 g, 0.875 mmol) and sodium hydride (0.039 g, 0.96 mmol, 60% dispersion on mineral oil) in DMF (10 mL) is stirred for 1 hour, then cooled to 0° C. Iodoethane (0.70 mL, 8.75 mmol, d=1.975) is added, then the reaction mixture is stirred 18 hours at ambient temperature and diluted with ethyl acetate. The organic layer is washed, dried, and concentrated to pro... Reactants: COCC(=N)N (2-methoxy-acetamidine), CC[O-].[Na+] (sodium ethylate), C(/C(/Br)=C(/Br)\C=O)(=O)O (mucobromic acid), CC[O-].[Na+] (sodium ethylate). Run in CCO (EtOH), CCO (EtOH). Run at temperature 50 celsius, time 1 hour. Yields the product BrC=1C(=NC(=NC1)COC)C(=O)O (5-Bromo-2-methoxymethyl-pyrimidine-4-carboxylic acid). The yield is 38.9%. RXN SMILES: [CH3:1][O:2][CH2:3][C:4]([NH2:6])=[NH:5].CC[O-].[Na+].[C:11]([OH:19])(=[O:18])/[C:12](=[C:14](\[CH:16]=O)/[Br:15])/Br>CCO>[Br:15][C:14]1[C:12]([C:11]([OH:19])=[O:18])=[N:5][C:4]([CH2:3][O:2][CH3:1])=[N:6][CH:16]=1 |f:1.2|. Procedure: To a solution of 2-methoxy-acetamidine (7.21 g, 89.19 mmol) in EtOH (50 ml) was added sodium ethylate (26 ml, 22% solution in EtOH) and the reaction mixture was heated to 50° C. for 30 min. A solution of mucobromic acid (6.5 g, 38.77 mmol) in EtOH (50 ml) was added followed by sodium ethylate (14 ml, 22% solution in EtOH), and the reaction mixture was continued to stir at 50° C. for 1 h. After filtration and solvent evaporation, water (5 ml) was added, the reaction mixture was cooled to 0° C. an... Starting materials: O[C@@H]1C[C@@H](CCC1)NC1=NC(=NC=C1C(=O)N)S(=O)(=O)C (4-((1R,3S)-3-hydroxycyclohexylamino)-2-(methylsulfonyl)pyrimidine-5-carboxamide), Cl.COC12CCC(CC1)(CC2)N (4-methoxybicyclo[2.2.2]octan-1-amine hydrochloride), CCN(C(C)C)C(C)C (DIEA). Run in CN1CCCC1=O (NMP). Conditions: temperature 130 celsius, time 3 hour. The product is O[C@@H]1C[C@@H](CCC1)NC1=NC(=NC=C1C(=O)N)NC12CCC(CC1)(CC2)OC (4-((1R,3S)-3-Hydroxycyclohexylamino)-2-(4-methoxybicyclo[2.2.2]octan-1-ylamino)pyrimidine-5-carboxamide). Isolated yield 15.5%. As a reaction SMILES: [OH:1][C@H:2]1[CH2:7][CH2:6][CH2:5][C@@H:4]([NH:8][C:9]2[C:14]([C:15]([NH2:17])=[O:16])=[CH:13][N:12]=[C:11](S(C)(=O)=O)[N:10]=2)[CH2:3]1.Cl.[CH3:23][O:24][C:25]12[CH2:32][CH2:31][C:28]([NH2:33])([CH2:29][CH2:30]1)[CH2:27][CH2:26]2.CCN(C(C)C)C(C)C>CN1C(=O)CCC1>[OH:1][C@H:2]1[CH2:7][CH2:6][CH2:5][C@@H:4]([NH:8][C:9]2[C:14]([C:15]([NH2:17])=[O:16])=[CH:13][N:12]=[C:11]([NH:33][C:28]34[CH2:31][CH2:32][C:25]([O:24][CH3:23])([CH2:26][CH2:27]3)[CH2:30][CH2:29]4)[N:10]=2)[CH2:3]1 |f:1.2|. Procedure details: To a solution of 4-((1R,3S)-3-hydroxycyclohexylamino)-2-(methylsulfonyl)pyrimidine-5-carboxamide (1.2 g, 3.8 mmol; synthesis described herein) and 4-methoxybicyclo[2.2.2]octan-1-amine hydrochloride (600 mg, 3.1 mmol) in NMP (12 mL) was added DIEA (1.03 g, 8 mmol). The resulting mixture was stirred at 130° C. under microwave irradiation for 3 h. The resulting mixture was purified by reverse phase column chromatography to give the desired product (230 mg, 0.6 mmol, 15.5% yield). 1H-NMR (400 MHz, C... Reactants: COCC(O[Si](C)(C)C(C)(C)C)C(=O)Nc1nc(C)ns1, CCCC[N+](CCCC)(CCCC)CCCC, CCOC(C)=O, [F-], C1CCOC1. Yields the product COCC(O)C(=O)Nc1nc(C)ns1. Reaction SMILES: [C:19]([Si:20]([CH3:21])([CH3:22])[O:24][CH:25]([C:26](=[O:27])[NH:28][c:29]1[n:30][c:31]([CH3:34])[n:32][s:33]1)[CH2:35][O:36][CH3:37])([CH3:23])([CH3:38])[CH3:39].[CH3:2][CH2:3][CH2:4][CH2:5][N+:6]([CH2:7][CH2:8][CH2:9][CH3:10])([CH2:11][CH2:12][CH2:13][CH3:14])[CH2:15][CH2:16][CH2:17][CH3:18].[CH3:45][CH2:46][O:47][C:48]([CH3:49])=[O:50].[F-:1].[O:40]1[CH2:41][CH2:42][CH2:43][CH2:44]1>>[OH:24][CH:25]([C:26](=[O:27])[NH:28][c:29]1[n:30][c:31]([CH3:34])[n:32][s:33]1)[CH2:35][O:36][CH3:37]. The reactants are C([O-])([O-])=O.[Cs+].[Cs+] (cesium carbonate), BrC1=CC=C2C=NN=C(C2=N1)O (7-bromo-1-hydroxy-3,8-diazaisoquinoline), ClC=1C=C(CBr)C=CC1 (3-Chlorobenzyl bromide). Run in CN(C=O)C (dimethyl-formamide). Product: hexanes ethyl acetate, BrC1=CC=C2C=NN(C(C2=N1)=O)CC1=CC(=CC=C1)Cl (7-bromo-2-(3-chlorobenzyl)-2H-3,8-diazaisoquinolin-1-one). Reaction SMILES: [Br:1][C:2]1[N:11]=[C:10]2[C:5]([CH:6]=[N:7][N:8]=[C:9]2[OH:12])=[CH:4][CH:3]=1.[Cl:13][C:14]1[CH:15]=[C:16]([CH:19]=[CH:20][CH:21]=1)[CH2:17]Br.C(=O)([O-])[O-].[Cs+].[Cs+]>CN(C)C=O>[Br:1][C:2]1[N:11]=[C:10]2[C:5]([CH:6]=[N:7][N:8]([CH2:17][C:16]3[CH:19]=[CH:20][CH:21]=[C:14]([Cl:13])[CH:15]=3)[C:9]2=[O:12])=[CH:4][CH:3]=1 |f:2.3.4|. Procedure details: The alkylation of 7-bromo-1-hydroxy-3,8-diazaisoquinoline (1.00 g, 4.46 mmol) using 3-Chlorobenzyl bromide (1.37 g, 6.69 mmol) and cesium carbonate (2.18 g, 6.69 mmol) in dimethyl-formamide is carried out as previously described in Example 1, Step (1). Trituration with hexanes/ethyl acetate 10:1 will afford the desired product. Step 2): 2-(3-chlorobenzyl)-7-(3-phenylprop-1-ynyl)-2H-3,8-diazaisoquinolin-1-one